describe an organic reaction: reactants, conditions, products, and yield From a dataset of the Open Reaction Database (ORD), a public repository of structured organic reaction records. Reactants: COC(=O)c1ccccc1C(=O)N1CCN(c2ccc(C(=O)NCCC3CC3)nn2)CC1, [Li+], C1CCOC1, [OH-], O, O. The product is O=C(NCCC1CC1)c1ccc(N2CCN(C(=O)c3ccccc3C(=O)O)CC2)nn1. Reaction SMILES: [CH3:4][O:5][C:6]([c:7]1[c:8]([C:13](=[O:14])[N:15]2[CH2:16][CH2:17][N:18]([c:21]3[n:22][n:23][c:24]([C:27]([NH:28][CH2:29][CH2:30][CH:31]4[CH2:32][CH2:33]4)=[O:34])[cH:25][cH:26]3)[CH2:19][CH2:20]2)[cH:9][cH:10][cH:11][cH:12]1)=[O:35].[Li+:3].[O:36]1[CH2:37][CH2:38][CH2:39][CH2:40]1.[OH-:2].[OH2:1].[OH2:41]>>[O:5]=[C:6]([c:7]1[c:8]([C:13](=[O:14])[N:15]2[CH2:16][CH2:17][N:18]([c:21]3[n:22][n:23][c:24]([C:27]([NH:28][CH2:29][CH2:30][CH:31]4[CH2:32][CH2:33]4)=[O:34])[cH:25][cH:26]3)[CH2:19][CH2:20]2)[cH:9][cH:10][cH:11][cH:12]1)[OH:35]. Starting materials: BrC1=CN=C2N1C=CN=C2NCCO (2-(3-bromo-imidazo[1,2-a]pyrazin-8-ylamino)-ethanol), CSC1=NC=CC(=N1)[Sn](CCCC)(CCCC)CCCC (2-methylsulfanyl-4-tributylstannanyl-pyrimidine), NC1CCOCC1 (4-amino-tetrahydropyran). The product is O1CCC(CC1)NC1=NC=CC(=N1)C1=CN=C2N1C=CN=C2NCCO (2-{3-[2-(Tetrahydro-pyran-4-ylamino)-pyrimidin-4-yl]-imidazo[1,2-a]pyrazin-8-ylamino}-ethanol). RXN SMILES: Br[C:2]1[N:6]2[CH:7]=[CH:8][N:9]=[C:10]([NH:11][CH2:12][CH2:13][OH:14])[C:5]2=[N:4][CH:3]=1.CS[C:17]1[N:22]=[C:21]([Sn](CCCC)(CCCC)CCCC)[CH:20]=[CH:19][N:18]=1.[NH2:36][CH:37]1[CH2:42][CH2:41][O:40][CH2:39][CH2:38]1>>[O:40]1[CH2:41][CH2:42][CH:37]([NH:36][C:17]2[N:18]=[C:19]([C:2]3[N:6]4[CH:7]=[CH:8][N:9]=[C:10]([NH:11][CH2:12][CH2:13][OH:14])[C:5]4=[N:4][CH:3]=3)[CH:20]=[CH:21][N:22]=2)[CH2:38][CH2:39]1. Procedure details: 2-{3-[2-(Tetrahydro-pyran-4-ylamino)-pyrimidin-4-yl]-imidazo[1,2-a]pyrazin-8-ylamino}-ethanol was prepared by a process analogous to that described in Example 12 starting from 2-(3-bromo-imidazo[1,2-a]pyrazin-8-ylamino)-ethanol (from Example 2 supra), 2-methylsulfanyl-4-tributylstannanyl-pyrimidine, and 4-amino-tetrahydropyran. LC-MS: [M+H]+ 356.3. Starting materials: Br, COc1ccc2[nH]cc(C3CCN(C)CC3)c2n1, CC(=O)O. The product is CN1CCC(c2c[nH]c3ccc(O)nc23)CC1. RXN SMILES: [BrH:19].[CH3:1][O:2][c:3]1[cH:4][cH:5][c:6]2[c:7]([n:8]1)[c:9]([CH:12]1[CH2:13][CH2:14][N:15]([CH3:18])[CH2:16][CH2:17]1)[cH:10][nH:11]2.[CH3:20][C:21](=[O:22])[OH:23]>>[OH:2][c:3]1[cH:4][cH:5][c:6]2[c:7]([n:8]1)[c:9]([CH:12]1[CH2:13][CH2:14][N:15]([CH3:18])[CH2:16][CH2:17]1)[cH:10][nH:11]2. RXN SMILES: [Br:1][c:2]1[cH:3][cH:4][c:5]([Cl:29])[c:6]([O:7][CH:8]2[CH2:9][CH2:10][N:11]([c:14]3[n:15][o:16][c:17](-[c:19]4[n:20][n:21][n:22]([CH2:24][C:25](=[O:26])[OH:27])[n:23]4)[cH:18]3)[CH2:12][CH2:13]2)[cH:28]1.[C:44](=[O:45])([O-:46])[O-:47].[CH3:50][c:51]1[cH:52][cH:53][cH:54][cH:55][cH:56]1.[F:30][C:31]([O:32][c:33]1[cH:34][cH:35][c:36]([B:39]([OH:40])[OH:41])[cH:37][cH:38]1)([F:42])[F:43].[Na+:48].[Na+:49].[cH:57]1[cH:58][cH:59][c:60]([P:61]([Pd:62]([P:63]([c:64]2[cH:65][cH:66][cH:67][cH:68][cH:69]2)([c:70]2[cH:71][cH:72][cH:73][cH:74][cH:75]2)[c:76]2[cH:77][cH:78][cH:79][cH:80][cH:81]2)([P:82]([c:83]2[cH:84][cH:85][cH:86][cH:87][cH:88]2)([c:89]2[cH:90][cH:91][cH:92][cH:93][cH:94]2)[c:95]2[cH:96][cH:97][cH:98][cH:99][cH:100]2)[P:101]([c:102]2[cH:103][cH:104][cH:105][cH:106][cH:107]2)([c:108]2[cH:109][cH:110][cH:111][cH:112][cH:113]2)[c:114]2[cH:115][cH:116][cH:117][cH:118][cH:119]2)([c:120]2[cH:121][cH:122][cH:123][cH:124][cH:125]2)[c:126]2[cH:127][cH:128][cH:129][cH:130][cH:131]2)[cH:132][cH:133]1>>[c:2]1(-[c:36]2[cH:35][cH:34][c:33]([O:32][C:31]([F:30])([F:42])[F:43])[cH:38][cH:37]2)[cH:3][cH:4][c:5]([Cl:29])[c:6]([O:7][CH:8]2[CH2:9][CH2:10][N:11]([c:14]3[n:15][o:16][c:17](-[c:19]4[n:20][n:21][n:22]([CH2:24][C:25](=[O:26])[OH:27])[n:23]4)[cH:18]3)[CH2:12][CH2:13]2)[cH:28]1. The product is O=C(O)Cn1nnc(-c2cc(N3CCC(Oc4cc(-c5ccc(OC(F)(F)F)cc5)ccc4Cl)CC3)no2)n1. Reactants: O=C(O)Cn1nnc(-c2cc(N3CCC(Oc4cc(Br)ccc4Cl)CC3)no2)n1, O=C([O-])[O-], Cc1ccccc1, OB(O)c1ccc(OC(F)(F)F)cc1, [Na+], [Na+], c1ccc(P(c2ccccc2)(c2ccccc2)[Pd](P(c2ccccc2)(c2ccccc2)c2ccccc2)(P(c2ccccc2)(c2ccccc2)c2ccccc2)P(c2ccccc2)(c2ccccc2)c2ccccc2)cc1. Reactants: NC=1C(=C(OCC(C(=O)NC2CCCC2)(C)C)C=CC1)C#N (3-(3-amino-2-cyanophenoxy)-N-cyclopentyl-2,2-dimethylpropanamide), O=C(CC(=O)OCC)C (ethyl 3-oxobutanoate). The product is NC1=C(C(=NC2=CC=CC(=C12)OCC(C(=O)NC1CCCC1)(C)C)C)C(=O)OCC (ethyl 4-amino-5-(3-(cyclopentylamino)-2,2-dimethyl-3-oxopropoxy)-2-methylquinoline-3-carboxylate). As a reaction SMILES: [NH2:1][C:2]1[C:3]([C:21]#[N:22])=[C:4]([CH:18]=[CH:19][CH:20]=1)[O:5][CH2:6][C:7]([CH3:17])([CH3:16])[C:8]([NH:10][CH:11]1[CH2:15][CH2:14][CH2:13][CH2:12]1)=[O:9].O=[C:24]([CH3:31])[CH2:25][C:26]([O:28][CH2:29][CH3:30])=[O:27]>>[NH2:22][C:21]1[C:3]2[C:2](=[CH:20][CH:19]=[CH:18][C:4]=2[O:5][CH2:6][C:7]([CH3:17])([CH3:16])[C:8]([NH:10][CH:11]2[CH2:15][CH2:14][CH2:13][CH2:12]2)=[O:9])[N:1]=[C:24]([CH3:31])[C:25]=1[C:26]([O:28][CH2:29][CH3:30])=[O:27]. Reported procedure: Prepared as in Example 2a from 3-(3-amino-2-cyanophenoxy)-N-cyclopentyl-2,2-dimethylpropanamide (Example 29b) and ethyl 3-oxobutanoate as a bright yellow solid (62%). 1H NMR (400 MHz, DMSO-d6) δ 1.26 (s, 6H), 1.34 (t, J=8.0 Hz, 3H), 1.40-1.46 (m, 4H), 1.57-1.59 (m, 2H), 1.74-1.77 (m, 2H), 2.57 (s, 3H), 4.09 (q, J=4.0 Hz, 1H), 4.15 (s, 2H), 4.33 (q, J=8.0 Hz, 2H), 6.89 (d, J=4.0 Hz, 1H), 7.26 (dd, J=8.0 Hz, 1H), 7.53 (d, J=8.0 Hz, 1H), 7.56 (s, 1H), 8.09 (brs, 2H). MS 414 (MH+). Starting materials: COCCCN1CCOc2ccc(COC3CN(S(=O)(=O)c4ccc(C)cc4)C(CC(C)(C)C(=O)O)CC3c3ccc(OC)cc3)cc21, CNC. Yields the product COCCCN1CCOc2ccc(COC3CN(S(=O)(=O)c4ccc(C)cc4)C(CC(C)(C)C(=O)N(C)C)CC3c3ccc(OC)cc3)cc21. As a reaction SMILES: [CH3:1][O:2][c:3]1[cH:4][cH:5][c:6]([CH:9]2[CH2:10][CH:11]([CH2:42][C:43]([C:44](=[O:45])[OH:46])([CH3:47])[CH3:48])[N:12]([S:32](=[O:33])(=[O:34])[c:35]3[cH:36][cH:37][c:38]([CH3:41])[cH:39][cH:40]3)[CH2:13][CH:14]2[O:15][CH2:16][c:17]2[cH:18][cH:19][c:20]3[c:21]([cH:31]2)[N:22]([CH2:26][CH2:27][CH2:28][O:29][CH3:30])[CH2:23][CH2:24][O:25]3)[cH:7][cH:8]1.[CH3:49][NH:50][CH3:51]>>[CH3:1][O:2][c:3]1[cH:4][cH:5][c:6]([CH:9]2[CH2:10][CH:11]([CH2:42][C:43]([C:44](=[O:45])[N:50]([CH3:49])[CH3:51])([CH3:47])[CH3:48])[N:12]([S:32](=[O:33])(=[O:34])[c:35]3[cH:36][cH:37][c:38]([CH3:41])[cH:39][cH:40]3)[CH2:13][CH:14]2[O:15][CH2:16][c:17]2[cH:18][cH:19][c:20]3[c:21]([cH:31]2)[N:22]([CH2:26][CH2:27][CH2:28][O:29][CH3:30])[CH2:23][CH2:24][O:25]3)[cH:7][cH:8]1. Starting materials: COc1ccc(C(=O)O)cc1SC1CCCC1, O=C(Cl)C(=O)Cl, ClCCl. Yields the product COc1ccc(C(=O)Cl)cc1SC1CCCC1. Reaction SMILES: [CH:1]1([S:6][c:7]2[cH:8][c:9]([C:10](=[O:11])[OH:12])[cH:13][cH:14][c:15]2[O:16][CH3:17])[CH2:2][CH2:3][CH2:4][CH2:5]1.[Cl:18][C:19]([C:20]([Cl:21])=[O:22])=[O:23].[Cl:24][CH2:25][Cl:26]>>[CH:1]1([S:6][c:7]2[cH:8][c:9]([C:10](=[O:11])[Cl:18])[cH:13][cH:14][c:15]2[O:16][CH3:17])[CH2:2][CH2:3][CH2:4][CH2:5]1.